This data is from the Open Reaction Database (ORD), a public repository of structured organic reaction records. The task is: describe an organic reaction: reactants, conditions, products, and yield Starting materials: ClC1=C(C=C2C=CC(=NC2=C1)C)OC (7-chloro-6-methoxy-2-methylquinoline), NC1=CC(=C(C=C1)O)C (4-amino-2-methylphenol). The product is CC1=NC2=CC(=C(C=C2C=C1)O)C (2,7-dimethylquinolin-6-ol). RXN SMILES: Cl[C:2]1[CH:11]=[C:10]2[C:5]([CH:6]=[CH:7][C:8]([CH3:12])=[N:9]2)=[CH:4][C:3]=1[O:13]C.N[C:16]1C=CC(O)=C(C)C=1>>[CH3:12][C:8]1[CH:7]=[CH:6][C:5]2[C:10](=[CH:11][C:2]([CH3:16])=[C:3]([OH:13])[CH:4]=2)[N:9]=1. Procedure: Compound 2B was prepared following the procedure used to prepare compound 1B of Example 1, except that 4-amino-2-methylphenol (2A) was used instead of compound 1A. LCMS-ESI+ (m/z): 174.2 (M+H)+.